From a dataset of the Open Reaction Database (ORD), a public repository of structured organic reaction records. describe an organic reaction: reactants, conditions, products, and yield Reactants: [K] (potassium), COC1=CC=C(C=C1)Br (p-methoxybromobenzene), OC=1C=CC(=NC1)C (5-hydroxy-2-methylpyridine). Reagents/catalysts: [Cu] (copper). Solvent: CC(=O)N(C)C (dimethylacetamide), CO (methanol). Yields the product COC1=CC=C(OC=2C=CC(=NC2)C)C=C1 (5-(p-methoxyphenoxy)-2-methylpyridine). Reaction SMILES: [K].[OH:2][C:3]1[CH:4]=[CH:5][C:6]([CH3:9])=[N:7][CH:8]=1.[CH3:10][O:11][C:12]1[CH:17]=[CH:16][C:15](Br)=[CH:14][CH:13]=1>CC(N(C)C)=O.CO.[Cu]>[CH3:10][O:11][C:12]1[CH:17]=[CH:16][C:15]([O:2][C:3]2[CH:4]=[CH:5][C:6]([CH3:9])=[N:7][CH:8]=2)=[CH:14][CH:13]=1 |^1:0|. Reported procedure: 4 g of a potassium salt of 5-hydroxy-2-methylpyridine was suspended in 10 ml of dimethylacetamide, and 5.1 g of p-methoxybromobenzene and 450 mg of a copper powder were added to the suspension, followed by allowing the mixture to react in a nitrogen stream at 140° C. for 14 hours. The reaction mixture was diluted with 50 ml of methanol and filtered, and the filtrate was immediately dried to a solid. 100 ml of ethyl acetate was added to the residue, and the mixture was washed with 50 ml of an aqu...